From a dataset of the Open Reaction Database (ORD), a public repository of structured organic reaction records. describe an organic reaction: reactants, conditions, products, and yield Reactants: 3-Benzyl-2-triethylsilanyl-1H-indole2-Iodoaniline, C([O-])([O-])=O.[Na+].[Na+] (sodium carbonate), C(Cl)Cl (CH2Cl2), C(C)[Si](C#CCC1=CC=CC=C1)(CC)CC (triethyl-(3-phenylprop-1-ynyl)silane), [Cl-].[Li+] (lithium chloride), CN(C=O)C (dimethylformamide). Reagents/catalysts: C1=CC=C(C=C1)P([C-]2C=CC=C2)C3=CC=CC=C3.C1=CC=C(C=C1)P([C-]2C=CC=C2)C3=CC=CC=C3.Cl[Pd]Cl.[Fe+2] (Pd(dppf)Cl2). Solvent: C(C)(=O)OCC (ethyl acetate), O (water). Conditions: temperature 103 celsius, time 6 hour. Yields the product C(C1=CC=CC=C1)C1=C(NC2=CC=CC=C12)[Si](CC)(CC)CC (3-Benzyl-2-triethylsilanyl-1H-indole). RXN SMILES: [CH2:1]([Si:3]([CH2:15][CH3:16])([CH2:13][CH3:14])[C:4]#[C:5][CH2:6][C:7]1[CH:12]=[CH:11][CH:10]=[CH:9][CH:8]=1)[CH3:2].[Cl-].[Li+].C(=O)([O-])[O-].[Na+].[Na+].C(Cl)Cl.C[N:29]([CH3:32])C=O>C1C=CC(P(C2C=CC=CC=2)[C-]2C=CC=C2)=CC=1.C1C=CC(P(C2C=CC=CC=2)[C-]2C=CC=C2)=CC=1.Cl[Pd]Cl.[Fe+2].C(OCC)(=O)C.O>[CH2:6]([C:5]1[C:8]2[C:32](=[CH:4][CH:5]=[CH:6][CH:7]=2)[NH:29][C:4]=1[Si:3]([CH2:1][CH3:2])([CH2:13][CH3:14])[CH2:15][CH3:16])[C:7]1[CH:12]=[CH:11][CH:10]=[CH:9][CH:8]=1 |f:1.2,3.4.5,8.9.10.11|. Procedure: 3-Benzyl-2-triethylsilanyl-1H-indole2-Iodoaniline (5.48 g, 25.02 mmol), triethyl-(3-phenylprop-1-ynyl)silane (6.34 g, 27.51 mmol), lithium chloride (1.11 g, 26.19 mmol) and sodium carbonate (7.95 g, 75.01 mmol) were combined in dimethylformamide (absolute, 70 ml) in an argon atmosphere. The catalyst ([Pd(dppf)Cl2×CH2Cl2], 2.05 g, 2.51 mmol) was then added. The solution was stirred at 100-106° C. for 6 h. The black reaction mixture was cooled to room temperature and water (300 ml) and ethyl aceta... Reactants: BrC1=CNC(C2=C1N=C(N=C2NC2=CC(=CC=C2)C(F)(F)F)SC)=O (8-bromo-2-(methylthio)-4-(3-(trifluoromethyl)phenylamino)pyrido[4,3-d]pyrimidin-5(6H)-one), OC1CCNCC1 (4-hydroxypiperidine). The product is OC1CCN(CC1)C=1N=C(C2=C(N1)C=CNC2=O)NC2=CC(=CC=C2)C(F)(F)F (2-(4-hydroxypiperidin-1-yl)-4-(3-(trifluoromethyl)phenylamino)pyrido[4,3-d]pyrimidine-5(6H)-one). Yield: 60.0%. RXN SMILES: Br[C:2]1[C:7]2[N:8]=[C:9](SC)[N:10]=[C:11]([NH:12][C:13]3[CH:18]=[CH:17][CH:16]=[C:15]([C:19]([F:22])([F:21])[F:20])[CH:14]=3)[C:6]=2[C:5](=[O:25])[NH:4][CH:3]=1.[OH:26][CH:27]1[CH2:32][CH2:31][NH:30][CH2:29][CH2:28]1>>[OH:26][CH:27]1[CH2:32][CH2:31][N:30]([C:9]2[N:10]=[C:11]([NH:12][C:13]3[CH:18]=[CH:17][CH:16]=[C:15]([C:19]([F:22])([F:21])[F:20])[CH:14]=3)[C:6]3[C:5](=[O:25])[NH:4][CH:3]=[CH:2][C:7]=3[N:8]=2)[CH2:29][CH2:28]1. Procedure details: The title compound was prepared as described in Example 1g by starting from 8-bromo-2-(methylthio)-4-(3-(trifluoromethyl)phenylamino)pyrido[4,3-d]pyrimidin-5(6H)-one (60 mg, 0.26 mmol) and 4-hydroxypiperidine and continuing until the reaction yielded the title compound (40 mg, 60%)) as grey solid. MS m/z: 484 and 486 (M+H)+. The reactants are CS(=O)(=O)OC=1C=C2C=CC(=C(C2=CC1)C(C1=CC=C(C=C1)OCCN1CCCCC1)=O)OS(=O)(=O)C(F)(F)F (trifluoromethanesulfonic acid 6-methanesulfonyloxy-1-[4-(2-piperidin-1-yl-ethoxy)-benzoyl]-naphthalen-2-yl ester), CSC1=C(C=CC(=C1)F)B(O)O (2-methylsulfanyl-4-fluoro-benzene boronic acid), C1(CCCCC1)P(C1CCCCC1)C1CCCCC1 (tricyclohexylphosphine), [F-].[Cs+] (cesium fluoride). The reagents and catalysts are C(C)(=O)[O-].[Pd+2].C(C)(=O)[O-] (palladium acetate). Yields the product FC1=CC(=C(C=C1)C=1C(=C2C=CC(=CC2=CC1)OS(=O)(=O)C)C(C1=CC=C(C=C1)OCCN1CCCCC1)=O)SC (Methanesulfonic acid 6-(4-fluoro-2-methylsulfanyl-phenyl)-5-[4-(2-piperidin-1-yl-ethoxy)-benzoyl]-naphthalen-2-yl ester). Yield: 91.3%. Reaction SMILES: [CH3:1][S:2]([O:5][C:6]1[CH:7]=[C:8]2[C:13](=[CH:14][CH:15]=1)[C:12]([C:16](=[O:32])[C:17]1[CH:22]=[CH:21][C:20]([O:23][CH2:24][CH2:25][N:26]3[CH2:31][CH2:30][CH2:29][CH2:28][CH2:27]3)=[CH:19][CH:18]=1)=[C:11](OS(C(F)(F)F)(=O)=O)[CH:10]=[CH:9]2)(=[O:4])=[O:3].[CH3:41][S:42][C:43]1[CH:48]=[C:47]([F:49])[CH:46]=[CH:45][C:44]=1B(O)O.C1(P(C2CCCCC2)C2CCCCC2)CCCCC1.[F-].[Cs+]>C([O-])(=O)C.[Pd+2].C([O-])(=O)C>[F:49][C:47]1[CH:46]=[CH:45][C:44]([C:11]2[C:12]([C:16](=[O:32])[C:17]3[CH:18]=[CH:19][C:20]([O:23][CH2:24][CH2:25][N:26]4[CH2:31][CH2:30][CH2:29][CH2:28][CH2:27]4)=[CH:21][CH:22]=3)=[C:13]3[C:8](=[CH:9][CH:10]=2)[CH:7]=[C:6]([O:5][S:2]([CH3:1])(=[O:3])=[O:4])[CH:15]=[CH:14]3)=[C:43]([S:42][CH3:41])[CH:48]=1 |f:3.4,5.6.7|. Procedure: Charge a flask with trifluoromethanesulfonic acid 6-methanesulfonyloxy-1-[4-(2-piperidin-1-yl-ethoxy)-benzoyl]-naphthalen-2-yl ester (10.0 g, 16.6 mmol), 2-methylsulfanyl-4-fluoro-benzene boronic acid (7.7 g, 41.6 mmol), palladium acetate (371 mg, 1.66 mmol, tricyclohexylphosphine (700 mg, 2.5 mmol) and cesium fluoride (13 g, 83 mmol) and purge with nitrogen. Dilute with degassed acetonitrile (150 mL) and plunge into an 80° C. oil bath. Cool to room temperature after 1.5 hours and filter through... The reactants are N-benzyl-aminoacetonitrile, C(C1=CC=CC=C1)N (benzylamine), C=O (formaldehyde), C#N (hydrocyanic acid), C(C1=CC=CC=C1)NCC(=O)O (N-benzylglycine), [ 23 ], NC(=O)N (urea), N#CO (cyanic acid), NCC(=O)O (glycine), C(C1=CC=CC=C1)Cl (benzyl chloride), ClCC(=O)O (chloroacetic acid), C(C1=CC=CC=C1)N (benzylamine), C1=CC=C(C=C1)CNCC#N.Cl (N-benzylaminoacetonitrile), C(C1=CC=CC=C1)NCC(=O)O (N-benzylglycine). Yields the product C(C1=CC=CC=C1)N1C(=O)NC(=O)C1 (1-benzyl-hydantoin). RXN SMILES: [CH2:1]([NH2:8])[C:2]1[CH:7]=[CH:6][CH:5]=[CH:4][CH:3]=1.C=O.C#N.C(NCC(O)=O)C1C=CC=CC=1.N[CH2:26][C:27]([OH:29])=O.C(Cl)C1C=CC=CC=1.ClCC(O)=O.C1C=CC(CNCC#N)=CC=1.Cl.[NH2:55][C:56](N)=[O:57].N#CO>>[CH2:1]([N:8]1[CH2:26][C:27](=[O:29])[NH:55][C:56]1=[O:57])[C:2]1[CH:7]=[CH:6][CH:5]=[CH:4][CH:3]=1 |f:7.8|. Procedure details: The starting material for the abovementioned synthetic route a), viz. N-benzyl-aminoacetonitrile, is prepared by reaction of benzylamine and formaldehyde with the extremely toxic hydrocyanic acid (see also Tetrahedron Letters [23], 27 (1982), 2741-4). The starting material for the synthetic route b), viz. N-benzylglycine, also firstly has to be prepared by reaction of glycine with benzyl chloride or of chloroacetic acid with benzylamine. The reaction of N-benzylaminoacetonitrile or N-benzylglyci...